This data is from the Open Reaction Database (ORD), a public repository of structured organic reaction records. The task is: describe an organic reaction: reactants, conditions, products, and yield The reactants are CC=1N=C(SC1C(=O)O)N1C=NN(C1=O)CC1=CC=C(C=C1)C(F)(F)F (4-methyl-2-(5-oxo-1-(4-(trifluoromethyl)benzyl)-1H-1,2,4-triazol-4(5H)-yl)thiazole-5-carboxylic acid), FC1=CC=C(CN2N=CN(C2=O)C=2SC(=C(N2)C)C(=O)O)C=C1 (2-(1-(4-fluorobenzyl)-5-oxo-1H-1,2,4-triazol-4(5H)-yl)-4-methylthiazole-5-carboxylic acid), N1=CC(=CC=C1)CN (pyridin-3-ylmethanamine). Product: FC1=CC=C(CN2N=CN(C2=O)C=2SC(=C(N2)C)C(=O)NCC=2C=NC=CC2)C=C1 (2-(1-(4-fluorobenzyl)-5-oxo-1H-1,2,4-triazol-4(5H)-yl)-4-methyl-N-(pyridin-3-ylmethyl)thiazole-5-carboxamide). The yield is 68.0%. As a reaction SMILES: CC1N=C(N2C(=O)N(CC3C=CC(C(F)(F)F)=CC=3)N=C2)SC=1C(O)=O.[F:27][C:28]1[CH:49]=[CH:48][C:31]([CH2:32][N:33]2[C:37](=[O:38])[N:36]([C:39]3[S:40][C:41]([C:45]([OH:47])=O)=[C:42]([CH3:44])[N:43]=3)[CH:35]=[N:34]2)=[CH:30][CH:29]=1.[N:50]1[CH:55]=[CH:54][CH:53]=[C:52]([CH2:56][NH2:57])[CH:51]=1>>[F:27][C:28]1[CH:49]=[CH:48][C:31]([CH2:32][N:33]2[C:37](=[O:38])[N:36]([C:39]3[S:40][C:41]([C:45]([NH:57][CH2:56][C:52]4[CH:51]=[N:50][CH:55]=[CH:54][CH:53]=4)=[O:47])=[C:42]([CH3:44])[N:43]=3)[CH:35]=[N:34]2)=[CH:30][CH:29]=1. Reported procedure: Following the procedure as described in Example 21, making variations as required to replace 4-methyl-2-(5-oxo-1-(4-(trifluoromethyl)benzyl)-1H-1,2,4-triazol-4(5H)-yl)thiazole-5-carboxylic acid with 2-(1-(4-fluorobenzyl)-5-oxo-1H-1,2,4-triazol-4(5H)-yl)-4-methylthiazole-5-carboxylic acid to react with pyridin-3-ylmethanamine, the title compound was obtained as a white solid in 68% yield: mp 178-179° C. (ethyl acetate/hexane); 1H NMR (300 MHz, CDCl3) δ 8.58 (br s, 1H), 8.51 (br s, 1H), 8.27 (s, 1...